From a dataset of the Open Reaction Database (ORD), a public repository of structured organic reaction records. describe an organic reaction: reactants, conditions, products, and yield Reactants: BrC1=CC=C(C=C1)C1=CC=C(C=C1)O[Si](C)(C)C(C)(C)C (4'-bromo-4-(t-butyldimethylsiloxy)biphenyl), CC(CC[Si]1(CCC(CC1)=O)C1=CC=CC=C1)C (4-(3-methyl-n-butyl)-4-phenyl-4-silacyclohexanone), BrCCC(F)(F)F (1-bromo-3,3,3-trifluoro-n-propane). Product: CC(CC[Si@@H]1CC[C@H](CC1)C1=CC=C(C=C1)C1=CC=C(C=C1)OCCC(F)(F)F)C (4'-(trans-4-(3-methyl-n-butyl)-4-silacyclohexyl)-4-(3,3,3-trifluoro-n-propoxy)biphenyl). Reaction SMILES: Br[C:2]1[CH:7]=[CH:6][C:5]([C:8]2[CH:13]=[CH:12][C:11]([O:14][Si](C(C)(C)C)(C)C)=[CH:10][CH:9]=2)=[CH:4][CH:3]=1.[CH3:22][CH:23]([CH3:39])[CH2:24][CH2:25][Si:26]1(C2C=CC=CC=2)[CH2:31][CH2:30][C:29](=O)[CH2:28][CH2:27]1.Br[CH2:41][CH2:42][C:43]([F:46])([F:45])[F:44]>>[CH3:39][CH:23]([CH3:22])[CH2:24][CH2:25][Si@H:26]1[CH2:27][CH2:28][C@H:29]([C:2]2[CH:3]=[CH:4][C:5]([C:8]3[CH:9]=[CH:10][C:11]([O:14][CH2:41][CH2:42][C:43]([F:46])([F:45])[F:44])=[CH:12][CH:13]=3)=[CH:6][CH:7]=2)[CH2:30][CH2:31]1. Procedure: The general procedure of Example 17 was repeated using 4'-bromo-4-(t-butyldimethylsiloxy)biphenyl, 4-(3-methyl-n-butyl)-4-phenyl-4-silacyclohexanone, and 1-bromo-3,3,3-trifluoro-n-propane, thereby obtaining the intended compound. Starting materials: Reduced iron, C(C)O (ethanol), C(C)(=O)NC=1C(=C(C(=O)[O-])C=CC1[N+](=O)[O-])CC (3-acetylamino-4-nitro-ethylbenzoate). Run in C(C)(=O)O (acetic acid). The product is C(C)OC(=O)C1=CC2=C(N=C(N2)C)C=C1 (5-ethoxycarbonyl-2-methylbenzimidazole). RXN SMILES: [CH2:1]([OH:3])[CH3:2].[C:4]([NH:7][C:8]1[C:9](CC)=[C:10]([CH:14]=[CH:15][C:16]=1[N+:17]([O-])=O)[C:11]([O-])=[O:12])(=O)[CH3:5]>C(O)(=O)C>[CH2:1]([O:3][C:11]([C:10]1[CH:14]=[CH:15][C:16]2[N:17]=[C:4]([CH3:5])[NH:7][C:8]=2[CH:9]=1)=[O:12])[CH3:2]. Procedure: Reduced iron (6.64 g), ethanol (48 ml) and acetic acid (24 ml) are added to 3-acetylamino-4-nitro-ethylbenzoate (3.00 g), and the solution is refluxed by heating for 12 hours. Solid materials are removed using filter aid, and the filtrate is concentrated under reduced pressure. Ethanol (100 ml) and 35% hydrochloric acid (5.2 g) are added to the residue and the solution is refluxed by heating for five hours. The reaction solution is neutralized with sodium bicarbonate (6.3 g). The filtrate obtain... The reactants are [OH-].[Na+] (sodium hydroxide), O.O.O.O.O.S(=S)(=O)([O-])[O-].[Na+].[Na+] (sodium thiosulfate pentahydrate), solution, O=C1CC2(C1)CCN(CC2)C(=O)OC(C)(C)C (tert-butyl 2-oxo-7-azaspiro[3.5]nonane-7-carboxylate), OO (hydrogen peroxide). Solvent: O (water), C(C)(=O)OCC (ethyl acetate), CO (methanol). Reaction conditions: time 2 hour. Product: O=C1OCC2(C1)CCN(CC2)C(=O)OC(C)(C)C (tert-butyl 3-oxo-2-oxa-8-azaspiro[4.5]decane-8-carboxylate). Reaction SMILES: [O:1]=[C:2]1[CH2:5][C:4]2([CH2:10][CH2:9][N:8]([C:11]([O:13][C:14]([CH3:17])([CH3:16])[CH3:15])=[O:12])[CH2:7][CH2:6]2)[CH2:3]1.OO.[OH-].[Na+].O.O.O.O.O.S([O-])([O-])(=[O:29])=S.[Na+].[Na+]>CO.O.C(OCC)(=O)C>[O:29]=[C:2]1[CH2:3][C:4]2([CH2:10][CH2:9][N:8]([C:11]([O:13][C:14]([CH3:17])([CH3:16])[CH3:15])=[O:12])[CH2:7][CH2:6]2)[CH2:5][O:1]1 |f:2.3,4.5.6.7.8.9.10.11|. Reported procedure: 567 ml solution of 37.8 g tert-butyl 2-oxo-7-azaspiro[3.5]nonane-7-carboxylate in methanol was cooled on ice water, and 43 g of 30% aqueous hydrogen peroxide was added dropwise thereinto. 63 ml of 1 N aqueous sodium hydroxide was added dropwise thereto, and the mixture was stirred at room temperature for 2 hr. 1000 ml ethyl acetate, 600 ml water and 100 ml saturated aqueous sodium thiosulfate pentahydrate were added thereto, and the organic layer was recovered. The extracted solution was washed ... The reactants are [Br-], O=C([O-])[O-], C1CCOC1, COC(=O)c1ccc(C[P+](c2ccccc2)(c2ccccc2)c2ccccc2)cc1-c1ccc(F)cc1, [K+], [K+], O=CCn1ccnc1. As a reaction SMILES: [Br-:9].[C:47](=[O:48])([O-:49])[O-:50].[CH2:53]1[O:54][CH2:55][CH2:56][CH2:57]1.[F:10][c:11]1[cH:12][cH:13][c:14](-[c:17]2[cH:18][c:19]([CH2:20][P+:21]([c:22]3[cH:23][cH:24][cH:25][cH:26][cH:27]3)([c:28]3[cH:29][cH:30][cH:31][cH:32][cH:33]3)[c:34]3[cH:35][cH:36][cH:37][cH:38][cH:39]3)[cH:40][cH:41][c:42]2[C:43](=[O:44])[O:45][CH3:46])[cH:15][cH:16]1.[K+:51].[K+:52].[n:1]1([CH2:6][CH:7]=[O:8])[cH:2][n:3][cH:4][cH:5]1>>[n:1]1([CH2:6][CH:7]=[CH:20][c:19]2[cH:18][c:17](-[c:14]3[cH:13][cH:12][c:11]([F:10])[cH:16][cH:15]3)[c:42]([C:43](=[O:44])[O:45][CH3:46])[cH:41][cH:40]2)[cH:2][n:3][cH:4][cH:5]1. The product is COC(=O)c1ccc(C=CCn2ccnc2)cc1-c1ccc(F)cc1.